From a dataset of the Open Reaction Database (ORD), a public repository of structured organic reaction records. describe an organic reaction: reactants, conditions, products, and yield The reactants are C(C1=CC=CC=C1)OC1=C(C(=O)OCC2=CC=CC=C2)C=CC(=C1)C#CC1=CC=CC=C1 (benzyl 2-benzyloxy-4-phenylethynylbenzoate), [OH-].[Na+] (sodium hydroxide). The solvent is O1CCOCC1 (dioxan). The product is C(C1=CC=CC=C1)OC1=C(C(=O)O)C=CC(=C1)C#CC1=CC=CC=C1 (2-benzyloxy-4-phenylethynylbenzoic acid). Yield: 38.2%. As a reaction SMILES: [CH2:1]([O:8][C:9]1[CH:24]=[C:23]([C:25]#[C:26][C:27]2[CH:32]=[CH:31][CH:30]=[CH:29][CH:28]=2)[CH:22]=[CH:21][C:10]=1[C:11]([O:13]CC1C=CC=CC=1)=[O:12])[C:2]1[CH:7]=[CH:6][CH:5]=[CH:4][CH:3]=1.[OH-].[Na+]>O1CCOCC1>[CH2:1]([O:8][C:9]1[CH:24]=[C:23]([C:25]#[C:26][C:27]2[CH:32]=[CH:31][CH:30]=[CH:29][CH:28]=2)[CH:22]=[CH:21][C:10]=1[C:11]([OH:13])=[O:12])[C:2]1[CH:3]=[CH:4][CH:5]=[CH:6][CH:7]=1 |f:1.2|. Reported procedure: A stirred solution of benzyl 2-benzyloxy-4-phenylethynylbenzoate (2 g) and 1 N sodium hydroxide (5 mL) in dioxan (80 mL) is heated at reflux for 1 hour. The reaction mixture is evaporated, the residue dissolved in water (6 mL) and the solution washed twice with ethyl acetate (20 mL). The pH of the aqueous phase is adjusted to pH 1 by addition of 2 N hydrochloric acid and resulting solid is filtered and washed well with water to give 2-benzyloxy-4-phenylethynylbenzoic acid (0.6 g), m.p. 125-127° ... The reactants are C=O, CC(=O)O, ClC(Cl)Cl, CCOC(=O)C1CCN(c2ncc(C(=O)Nc3nc(-c4cc(Cl)cs4)c(CNC4CCC4)s3)cc2Cl)CC1. The product is CCOC(=O)C1CCN(c2ncc(C(=O)Nc3nc(-c4cc(Cl)cs4)c(CN(C)C4CCC4)s3)cc2Cl)CC1. Reaction SMILES: [CH2:1]=[O:2].[CH3:3][C:4](=[O:5])[OH:6].[CH:45]([Cl:46])([Cl:47])[Cl:48].[Cl:7][c:8]1[c:9]([N:34]2[CH2:35][CH2:36][CH:37]([C:40](=[O:41])[O:42][CH2:43][CH3:44])[CH2:38][CH2:39]2)[n:10][cH:11][c:12]([C:14]([NH:15][c:16]2[s:17][c:18]([CH2:27][NH:28][CH:29]3[CH2:30][CH2:31][CH2:32]3)[c:19](-[c:21]3[s:22][cH:23][c:24]([Cl:26])[cH:25]3)[n:20]2)=[O:33])[cH:13]1>>[CH3:3][N:28]([CH2:27][c:18]1[s:17][c:16]([NH:15][C:14]([c:12]2[cH:11][n:10][c:9]([N:34]3[CH2:35][CH2:36][CH:37]([C:40](=[O:41])[O:42][CH2:43][CH3:44])[CH2:38][CH2:39]3)[c:8]([Cl:7])[cH:13]2)=[O:33])[n:20][c:19]1-[c:21]1[s:22][cH:23][c:24]([Cl:26])[cH:25]1)[CH:29]1[CH2:30][CH2:31][CH2:32]1. Starting materials: N#Cc1cc(Br)cc2c1cnn2S(=O)(=O)c1ccccc1, C1COCCO1, CC(C)(C)OC(=O)n1ccc2c(B3OC(C)(C)C(C)(C)O3)cccc21, O. The product is CC(C)(C)OC(=O)n1ccc2c(-c3cc(C#N)c4cnn(S(=O)(=O)c5ccccc5)c4c3)cccc21. RXN SMILES: [Br:1][c:2]1[cH:3][c:4]([C:20]#[N:21])[c:5]2[cH:6][n:7][n:8]([S:11](=[O:12])(=[O:13])[c:14]3[cH:15][cH:16][cH:17][cH:18][cH:19]3)[c:9]2[cH:10]1.[CH2:47]1[O:48][CH2:49][CH2:50][O:51][CH2:52]1.[CH3:22][C:23]1([CH3:24])[C:25]([CH3:26])([CH3:27])[O:28][B:29]([c:30]2[c:31]3[cH:32][cH:33][n:34]([C:39](=[O:40])[O:41][C:42]([CH3:43])([CH3:44])[CH3:45])[c:35]3[cH:36][cH:37][cH:38]2)[O:46]1.[OH2:53]>>[c:2]1(-[c:30]2[c:31]3[cH:32][cH:33][n:34]([C:39](=[O:40])[O:41][C:42]([CH3:43])([CH3:44])[CH3:45])[c:35]3[cH:36][cH:37][cH:38]2)[cH:3][c:4]([C:20]#[N:21])[c:5]2[cH:6][n:7][n:8]([S:11](=[O:12])(=[O:13])[c:14]3[cH:15][cH:16][cH:17][cH:18][cH:19]3)[c:9]2[cH:10]1. The reactants are COC(CSC(CC(=O)OC(C)(C)C)C)=O (t-butyl 3-[(2-methoxy-2-oxoethyl)thio]butanoate), COC(CSC(CC(=O)OC(C)(C)C)C)=O (t-butyl 3-[(2-methoxy-2-oxoethyl)thio]butanoate), FC(C(=O)O)(F)F (trifluoroacetic acid). Solvent: ClCCl (dichloromethane). The product is COC(CSC(CC(=O)O)C)=O (3-[(2-methoxy-2-oxoethyl)thio]butanoic acid). Isolated yield 85.0%. Reaction SMILES: [CH3:1][O:2][C:3](=[O:16])[CH2:4][S:5][CH:6]([CH3:15])[CH2:7][C:8]([O:10]C(C)(C)C)=[O:9].FC(F)(F)C(O)=O>ClCCl>[CH3:1][O:2][C:3](=[O:16])[CH2:4][S:5][CH:6]([CH3:15])[CH2:7][C:8]([OH:10])=[O:9]. Procedure details: 1.5 g (6.0 mmol) of t-butyl 3-[(2-methoxy-2-oxoethyl)thio]butanoate (product of step 1) was stirred at room temperature with 10 mL of dichloromethane and 5 mL of trifluoroacetic acid for 6 hours, followed by distillation under reduced pressure. After addition of 40 mL of ethylacetoacetate 40 mL and washing with water, an organic layer was dried over anhydrous magnesium sulfate. The solvent was distilled off under reduced pressure and then the residue was purified by column chromatography to give... Reactants: IC1=CC=C(C=C1)NC1=NC=CC=N1 (N-(4-iodophenyl)pyrimidin-2-amine), C1(CC1)CBr (cyclopropylmethyl bromide), [H-].[Na+] (sodium hydride). Yields the product C1(CC1)CN(C1=NC=CC=N1)C1=CC=C(C=C1)I (N-(cyclopropylmethyl)-N-(4-iodophenyl)pyrimidin-2-amine). The yield is 91.4%. RXN SMILES: [I:1][C:2]1[CH:7]=[CH:6][C:5]([NH:8][C:9]2[N:14]=[CH:13][CH:12]=[CH:11][N:10]=2)=[CH:4][CH:3]=1.[CH:15]1([CH2:18]Br)[CH2:17][CH2:16]1.[H-].[Na+]>>[CH:15]1([CH2:18][N:8]([C:5]2[CH:4]=[CH:3][C:2]([I:1])=[CH:7][CH:6]=2)[C:9]2[N:10]=[CH:11][CH:12]=[CH:13][N:14]=2)[CH2:17][CH2:16]1 |f:2.3|. Procedure: In the same manner as in Reference Example 13, N-(4-iodophenyl)pyrimidin-2-amine (150 mg) and cyclopropylmethyl bromide (82 mg) were reacted in the presence of sodium hydride to obtain N-(cyclopropylmethyl)-N-(4-iodophenyl)pyrimidin-2-amine (162 mg). Starting materials: CO (methanol), [OH-].[K+] (potassium hydroxide), OC1=CC=C2C(CC(OC2=C1)(C)C)=O (7-hydroxy-2,2-dimethyl-4-chromanone), C1C(C)O1 (propene oxide). Run in O (water), O (water). Yields the product OC(COC1=CC=C2C(CC(OC2=C1)(C)C)=O)C (7-(2-hydroxy-n-propoxy)-2,2-dimethyl-4-chromanone). The yield is 79.9%. Reaction SMILES: CO.[OH-].[K+].[OH:5][C:6]1[CH:15]=[C:14]2[C:9]([C:10](=[O:18])[CH2:11][C:12]([CH3:17])([CH3:16])[O:13]2)=[CH:8][CH:7]=1.[CH2:19]1[O:22][CH:20]1[CH3:21]>O>[OH:22][CH:20]([CH3:21])[CH2:19][O:5][C:6]1[CH:15]=[C:14]2[C:9]([C:10](=[O:18])[CH2:11][C:12]([CH3:16])([CH3:17])[O:13]2)=[CH:8][CH:7]=1 |f:1.2|. Reported procedure: To a mixture of 40 ml of methanol, 5 ml of water 1.1 g (20 millimoles) of potassium hydroxide and 3.8 g (20 millimoles) of 7-hydroxy-2,2-dimethyl-4-chromanone under stirring 11.6 g (14 ml, 0.2 mole) of propene oxide are added and the reaction mixture is refluxed for 5 hours. The reaction mixture is diluted with 200 ml of water and worked up according to Example 12. Thus 4.0 g of the desired compound are obtained, yield 80%. Mp.: 111°-113° C.